Dataset: the Open Reaction Database (ORD), a public repository of structured organic reaction records. Task: describe an organic reaction: reactants, conditions, products, and yield The reactants are C(C)OC=1C=C(C=CC1)C=1SC=CC1 (2-(3-ethoxyphenyl)thiophene), BrC=1C=CC(=C(C=O)C1)Cl (5-bromo-2-chlorobenzaldehyde). Yields the product BrC=1C=CC(=C(C1)CC=1SC(=CC1)C1=CC(=CC=C1)OCC)Cl (5-bromo-2-chloro-1-(5-(3-ethoxyphenyl)-2-thienylmethyl)benzene). As a reaction SMILES: [CH2:1]([O:3][C:4]1[CH:5]=[C:6]([C:10]2[S:11][CH:12]=[CH:13][CH:14]=2)[CH:7]=[CH:8][CH:9]=1)[CH3:2].[Br:15][C:16]1[CH:17]=[CH:18][C:19]([Cl:24])=[C:20]([CH:23]=1)[CH:21]=O>>[Br:15][C:16]1[CH:17]=[CH:18][C:19]([Cl:24])=[C:20]([CH2:21][C:12]2[S:11][C:10]([C:6]3[CH:7]=[CH:8][CH:9]=[C:4]([O:3][CH2:1][CH3:2])[CH:5]=3)=[CH:14][CH:13]=2)[CH:23]=1. Procedure: The above 2-(3-ethoxyphenyl)thiophene and 5-bromo-2-chlorobenzaldehyde obtained in Reference Example 16-(1) were treated in a manner similar to Reference Example 9 to give 5-bromo-2-chloro-1-(5-(3-ethoxyphenyl)-2-thienylmethyl)benzene as colorless oil. APCI-Mass m/Z 407/409 (M+H).